This data is from the Open Reaction Database (ORD), a public repository of structured organic reaction records. The task is: describe an organic reaction: reactants, conditions, products, and yield Reactants: BrCc1ccccc1, CC(C)=O, CN1CCCCC1=S. Yields the product [Br-], C[N+]1=C(SCc2ccccc2)CCCC1. RXN SMILES: [Br:9][CH2:10][c:11]1[cH:12][cH:13][cH:14][cH:15][cH:16]1.[CH3:17][C:18](=[O:19])[CH3:20].[CH3:1][N:2]1[C:3](=[S:8])[CH2:4][CH2:5][CH2:6][CH2:7]1>>[Br-:9].[CH3:1][N+:2]1=[C:3]([S:8][CH2:10][c:11]2[cH:12][cH:13][cH:14][cH:15][cH:16]2)[CH2:4][CH2:5][CH2:6][CH2:7]1. Reactants: Cl (hydrochloric acid), N12CCCCCC2=NCCC1 (1,8-diazabicyclo[5,4,0]undec-7-ene), CI (methyl iodide), ClC1=C(C(=CC=C1)Cl)N1C(NC2=NC(=NC=C2C1=O)SC)=O (3-(2,6-dichlorophenyl)-7-(methylthio)pyrimido[4,5-d]pyrimidin-2,4(1H,3H)-dione). The solvent is C(C)(=O)OCC (ethyl acetate), CN(C=O)C (N,N-dimethylformamide). Reaction conditions: time 1 hour. Product: ClC1=C(C(=CC=C1)Cl)N1C(N(C2=NC(=NC=C2C1=O)SC)C)=O (3-(2,6-dichlorophenyl)-1-methyl-7-(methylthio)pyrimido[4,5-d]pyrimidin-2,4(1H,3H)-dione). Reaction SMILES: N12CCCN=C1CCCC[CH2:2]2.CI.[Cl:14][C:15]1[CH:20]=[CH:19][CH:18]=[C:17]([Cl:21])[C:16]=1[N:22]1[C:31](=[O:32])[C:30]2[C:25](=[N:26][C:27]([S:33][CH3:34])=[N:28][CH:29]=2)[NH:24][C:23]1=[O:35].Cl>C(OCC)(=O)C.CN(C)C=O>[Cl:14][C:15]1[CH:20]=[CH:19][CH:18]=[C:17]([Cl:21])[C:16]=1[N:22]1[C:31](=[O:32])[C:30]2[C:25](=[N:26][C:27]([S:33][CH3:34])=[N:28][CH:29]=2)[N:24]([CH3:2])[C:23]1=[O:35]. Reported procedure: 211 μL of 1,8-diazabicyclo[5,4,0]undec-7-ene and 105 μL of methyl iodide were added to an N,N-dimethylformamide (5 mL) solution of 500 mg of 3-(2,6-dichlorophenyl)-7-(methylthio)pyrimido[4,5-d]pyrimidin-2,4(1H,3H)-dione obtained in Production Example 52, and stirred at room temperature for 1 hour. The reaction solution was added to ethyl acetate and aqueous 0.5 N hydrochloric acid solution with stirring, and the organic layer was separated. This was washed with saturated saline water, dried with...